Dataset: the Open Reaction Database (ORD), a public repository of structured organic reaction records. Task: describe an organic reaction: reactants, conditions, products, and yield Starting materials: CCOCC, OCC1=CCOc2cc(F)ccc21, O=S(Cl)Cl, c1ccncc1. Yields the product Fc1ccc2c(c1)OCC=C2CCl. Reaction SMILES: [CH2:24]([O:25][CH2:26][CH3:27])[CH3:28].[F:7][c:8]1[cH:9][c:10]2[c:11]([cH:18][cH:19]1)[C:12]([CH2:16][OH:17])=[CH:13][CH2:14][O:15]2.[S:20]([Cl:21])([Cl:22])=[O:23].[cH:1]1[cH:2][cH:3][n:4][cH:5][cH:6]1>>[F:7][c:8]1[cH:9][c:10]2[c:11]([cH:18][cH:19]1)[C:12]([CH2:16][Cl:22])=[CH:13][CH2:14][O:15]2. RXN SMILES: O.NN.C1(=O)[N:8]([CH2:9][C:10]2[CH:15]=[CH:14][CH:13]=[C:12]([CH2:16][N:17]3C(=O)C4=CC=CC=C4C3=O)[N:11]=2)C(=O)C2=CC=CC=C12>C(O)C>[NH2:8][CH2:9][C:10]1[CH:15]=[CH:14][CH:13]=[C:12]([CH2:16][NH2:17])[N:11]=1 |f:0.1|. Procedure: Hydrazine hydrate (2.4 ml, 50 mmol) was added to a solution of 2,6-bis-(phthalimidomethyl)-pyridine (1.99 g, 5.0 mmol) in 95% ethanol (50 ml). The mixture was refluxed for 3 hours. After cooling it was concentrated on a rotary evaporator and the residue was purified by chromatography on silica gel (eluent: methylene chloride/ethanol, 100/2) to give 2,6-bis-(aminomethyl)-pyridine in the form of a yellow oil. Run in C(C)O (ethanol). The reactants are O.NN (Hydrazine hydrate), C1(C=2C(C(N1CC1=NC(=CC=C1)CN1C(C=3C(C1=O)=CC=CC3)=O)=O)=CC=CC2)=O (2,6-bis-(phthalimidomethyl)-pyridine). Yields the product NCC1=NC(=CC=C1)CN (2,6-bis-(aminomethyl)-pyridine). The reactants are ClC1=C(C=CC(=C1)Cl)C(CC=1C=NC=CC1)=NO (2',4'-dichloro-2-(3-pyridyl)-acetophenone oxime), [H-].[Na+] (sodium hydride), C(C)I (ethyl iodide). Solvent: C(OC)COC (dimethoxyethane). Conditions: time 30 minute. Product: C(C)ON=C(CC=1C=NC=CC1)C1=C(C=C(C=C1)Cl)Cl (2',4'-dichloro-2-(3-pyridyl)-acetophenone O-ethyl oxime). Reaction SMILES: [Cl:1][C:2]1[CH:7]=[C:6]([Cl:8])[CH:5]=[CH:4][C:3]=1[C:9](=[N:17][OH:18])[CH2:10][C:11]1[CH:12]=[N:13][CH:14]=[CH:15][CH:16]=1.[H-].[Na+].[CH2:21](I)[CH3:22]>C(COC)OC>[CH2:21]([O:18][N:17]=[C:9]([C:3]1[CH:4]=[CH:5][C:6]([Cl:8])=[CH:7][C:2]=1[Cl:1])[CH2:10][C:11]1[CH:12]=[N:13][CH:14]=[CH:15][CH:16]=1)[CH3:22] |f:1.2|. Procedure details: A solution of 3 g of 2',4'-dichloro-2-(3-pyridyl)-acetophenone oxime in 25 ml of dimethoxyethane is treated portionwise with 0.51 g of sodium hydride dispersion (55% in oil) and the mixture is stirred for 30 minutes at room temperature. Thereupon, 2.0 g of ethyl iodide are added and the mixture is heated at reflux temperature. After 4 hours, the mixture is poured onto ice and extracted with ethyl acetate. The organic phase is dried over sodium sulfate and concentrated under reduced pressure. The... The reactants are COCCNCC(N)c1ccccc1, S=C=S, Cc1ccccc1C. RXN SMILES: [NH2:1][CH:2]([CH2:3][NH:4][CH2:5][CH2:6][O:7][CH3:8])[c:9]1[cH:10][cH:11][cH:12][cH:13][cH:14]1.[S:15]=[C:16]=[S:17].[c:18]1([CH3:19])[c:20]([CH3:21])[cH:22][cH:23][cH:24][cH:25]1>>[NH:1]1[CH:2]([c:9]2[cH:10][cH:11][cH:12][cH:13][cH:14]2)[CH2:3][N:4]([CH2:5][CH2:6][O:7][CH3:8])[C:16]1=[S:15]. The product is COCCN1CC(c2ccccc2)NC1=S. Starting materials: C(C)(=O)OCC(C)C1=CC(=C(C=C1)O)C(C)=O (2-(3-Acetyl-4-hydroxyphenyl)propyl acetate), C([O-])(O)=O.[Na+] (sodium bicarbonate). The solvent is C(C)O (ethanol), O (water). The product is C(C)(=O)C=1C=C(C=CC1O)C(CO)C (2-(3-Acetyl-4-hydroxyphenyl)propan-1-ol). Isolated yield 72.0%. Reaction SMILES: C([O:4][CH2:5][CH:6]([C:8]1[CH:13]=[CH:12][C:11]([OH:14])=[C:10]([C:15](=[O:17])[CH3:16])[CH:9]=1)[CH3:7])(=O)C.C(=O)(O)[O-].[Na+]>C(O)C.O>[C:15]([C:10]1[CH:9]=[C:8]([CH:6]([CH3:7])[CH2:5][OH:4])[CH:13]=[CH:12][C:11]=1[OH:14])(=[O:17])[CH3:16] |f:1.2|. Procedure details: 2-(3-Acetyl-4-hydroxyphenyl)propyl acetate (20.0 g; 0.0847 mol) and sodium bicarbonate (25.4 g; 0.31 mol) were dissolved in ethanol (200 ml) and water (150 ml), and the mixture was refluxed for 20 hours. Ethanol was removed in vacuo and the residue was extracted with ether (3×150 ml). The combined ether extracts were washed with water, saturated sodium bicarbonate solution, brine, and then dried over magnesium sulphate. The product, after removing solvent, was chromatographed on silica gel using... The reactants are BrC=1C=CC2=C(N(C(O2)=O)CC)C1 (5-bromo-3-ethyl-3H-benzooxazol-2-one), O1CCOC12CCC(CC2)=O (1,4-dioxa-spiro[4.5]decan-8-one). The product is C(C)N1C(OC2=C1C=C(C=C2)C2(CCC1(OCCO1)CC2)O)=O (3-Ethyl-5-(8-hydroxy-1,4-dioxa-spiro[4.5]dec-8-yl)-3H-benzooxazol-2-one). Reaction SMILES: Br[C:2]1[CH:3]=[CH:4][C:5]2[O:9][C:8](=[O:10])[N:7]([CH2:11][CH3:12])[C:6]=2[CH:13]=1.[O:14]1[C:18]2([CH2:23][CH2:22][C:21](=[O:24])[CH2:20][CH2:19]2)[O:17][CH2:16][CH2:15]1>>[CH2:11]([N:7]1[C:6]2[CH:13]=[C:2]([C:21]3([OH:24])[CH2:22][CH2:23][C:18]4([O:17][CH2:16][CH2:15][O:14]4)[CH2:19][CH2:20]3)[CH:3]=[CH:4][C:5]=2[O:9][C:8]1=[O:10])[CH3:12]. Reported procedure: The title compound was prepared as a white solid from 5-bromo-3-ethyl-3H-benzooxazol-2-one (prepared by ethylation of 5-bromo-3H-benzooxazol-2-one) and 1,4-dioxa-spiro[4.5]decan-8-one using the procedure described in Step A of Example 1.